The task is: describe an organic reaction: reactants, conditions, products, and yield. This data is from the Open Reaction Database (ORD), a public repository of structured organic reaction records. Starting materials: CC=1C=C(C(=O)O)C=CN1 (2-methylisonicotinic acid), NC(C(=O)N)C (2-aminopropanamide), N1=CC=CC=C1 (pyridine), Cl.C(C)N=C=NCCCN(C)C (N1-((ethylimino)methylene)-N3,N3-dimethylpropane-1,3-diamine hydrochloride). Run at time 8 hour. Yields the product C(#N)C(C)NC(C1=CC=NC=C1)=O (N-(1-Cyanoethyl)isonicotinamide). Yield: 81.4%. As a reaction SMILES: C[C:2]1[CH:3]=[C:4]([CH:8]=[CH:9][N:10]=1)[C:5]([OH:7])=O.[NH2:11][CH:12]([CH3:16])[C:13]([NH2:15])=O.N1C=CC=CC=1.Cl.C(N=C=NCCCN(C)C)C>>[C:13]([CH:12]([NH:11][C:5](=[O:7])[C:4]1[CH:3]=[CH:2][N:10]=[CH:9][CH:8]=1)[CH3:16])#[N:15] |f:3.4|. Procedure: To a mixture of 2-methylisonicotinic acid (2.00 g, 15 mmol) and 2-aminopropanamide (3.7 g, 29 mmol) in pyridine (15 ml, 15 mmol) was added N1-((ethylimino)methylene)-N3,N3-dimethylpropane-1,3-diamine hydrochloride (5.6 g, 29 mmol). The resulting mixture was allowed to stir at rt overnight. The mixture was concentrated, to the residue was added 10% methanol/DCM (80 mL). The white precipitate was collected and the residue was purified by CombiFlash using 0-10% methanol/DCM as the eluent to give 2.... The product is CC=1C=CC(=C(C1)C1=NC=CC=C1)C=CC1=CC=CC=C1 (2-(5-methyl-2-styrylphenyl)-pyridine). Reported procedure: A Teflon-coated magnetic stirring rod was placed in a 10 mL two-necked flask which was then equipped with a reflux condenser. The reflux condenser was connected to a pressure reduced/nitrogen line and the whole apparatus was dried with heating under reduced pressure. Thereafter, N2 gas was charged in the reaction apparatus and the whole reaction apparatus was purged with nitrogen. The reaction vessel was left to cool to room temperature, then, Ru(cod)(cot) complex (0.05 mmol, 15.8 mg), 2-m-tolyl... RXN SMILES: [C:1]1([CH3:13])[CH:6]=[CH:5][CH:4]=[C:3]([C:7]2[CH:12]=[CH:11][CH:10]=[CH:9][N:8]=2)[CH:2]=1.C(O[CH:18]=[CH:19][C:20]1[CH:25]=[CH:24][CH:23]=[CH:22][CH:21]=1)(=O)C.C1(C)C=CC=CC=1>CCN(CC)CC.CCOC(C)=O.CCCCCC>[CH3:13][C:1]1[CH:6]=[CH:5][C:4]([CH:18]=[CH:19][C:20]2[CH:25]=[CH:24][CH:23]=[CH:22][CH:21]=2)=[C:3]([C:7]2[CH:12]=[CH:11][CH:10]=[CH:9][N:8]=2)[CH:2]=1. Yield: 98.0%. Reactants: C1(=CC(=CC=C1)C1=NC=CC=C1)C (2-m-tolylpyridine), C(C)(=O)OC=CC1=CC=CC=C1 (styryl acetate), C1(=CC=CC=C1)C (toluene), Teflon. Conditions: time 50 hour. Run in CCN(CC)CC (Et3N), CCCCCC (hexane), C(C)N(CC)CC (triethylamine), CCOC(=O)C (EtOAc). Reactants: ClC(=O)OC(C)Cl (1-Chloroethyl chloroformate), C(C1=CC=CC=C1)(C1=CC=CC=C1)N1CC(C1)OCC(C)C (1-benzhydryl-3-isobutoxyazetidine), CO (methanol). Run in ClCCCl (1,2-dichloroethane). Reaction conditions: temperature 70 celsius, time 1.5 hour. Product: Cl.C(C(C)C)OC1CNC1 (3-Isobutoxyazetidine hydrochloride). As a reaction SMILES: [Cl:1]C(OC(Cl)C)=O.C([N:21]1[CH2:24][CH:23]([O:25][CH2:26][CH:27]([CH3:29])[CH3:28])[CH2:22]1)(C1C=CC=CC=1)C1C=CC=CC=1.CO>ClCCCl>[ClH:1].[CH2:26]([O:25][CH:23]1[CH2:24][NH:21][CH2:22]1)[CH:27]([CH3:29])[CH3:28] |f:4.5|. Procedure details: 1-Chloroethyl chloroformate (83 μL, 0.77 mmol) was added to a solution of 1-benzhydryl-3-isobutoxyazetidine (175 mg, 0.60 mmol) in 1,2-dichloroethane (3 mL) at room temperature. The reaction mixture was then heated up to 70° C. and stirred for 1.5 hours. After cooling down to room temperature, methanol (3 mL) was added and the reaction mixture was heated again to 70° C. and stirred for an additional 1.5 hours. After concentration to dryness, the crude mixture was triturated in pentane (2×5 mL) t... Starting materials: CCCc1c(OC2CCCCC2CO[Si](C)(C)C(C)(C)C)ccc2c(C(F)(F)F)noc12, C1CCOC1, CCCC[N+](CCCC)(CCCC)CCCC, [F-], [Na+], O=C([O-])O. The product is CCCc1c(OC2CCCCC2CO)ccc2c(C(F)(F)F)noc12. Reaction SMILES: [C:1]([Si:2]([CH3:3])([CH3:4])[O:6][CH2:7][CH:8]1[CH:9]([O:14][c:15]2[c:16]([CH2:28][CH2:29][CH3:30])[c:17]3[c:18]([c:19]([C:22]([F:23])([F:24])[F:25])[n:20][o:21]3)[cH:26][cH:27]2)[CH2:10][CH2:11][CH2:12][CH2:13]1)([CH3:5])([CH3:31])[CH3:32].[CH2:56]1[O:57][CH2:58][CH2:59][CH2:60]1.[CH3:34][CH2:35][CH2:36][CH2:37][N+:38]([CH2:39][CH2:40][CH2:41][CH3:42])([CH2:43][CH2:44][CH2:45][CH3:46])[CH2:47][CH2:48][CH2:49][CH3:50].[F-:33].[Na+:55].[O-:51][C:52]([OH:53])=[O:54]>>[OH:6][CH2:7][CH:8]1[CH:9]([O:14][c:15]2[c:16]([CH2:28][CH2:29][CH3:30])[c:17]3[c:18]([c:19]([C:22]([F:23])([F:24])[F:25])[n:20][o:21]3)[cH:26][cH:27]2)[CH2:10][CH2:11][CH2:12][CH2:13]1. The reactants are N1(C=NC=C1)CCCCN1C(C2=CC=CC=C2C1=O)=O (2-[4-(1H-imidazol-1-yl)butyl]-1H-isoindole-1,3(2H)-dione), O.NN (hydrazine hydrate), Cl (HCl). Run in C(C)O (ethanol). Product: N1(C=NC=C1)CCCCN (1H-Imidazole-1-butanamine). As a reaction SMILES: [N:1]1([CH2:6][CH2:7][CH2:8][CH2:9][N:10]2C(=O)C3C(=CC=CC=3)C2=O)[CH:5]=[CH:4][N:3]=[CH:2]1.O.NN.Cl>C(O)C>[N:1]1([CH2:6][CH2:7][CH2:8][CH2:9][NH2:10])[CH:5]=[CH:4][N:3]=[CH:2]1 |f:1.2|. Procedure details: A mixture of 0.2 mole of 2-[4-(1H-imidazol-1-yl)butyl]-1H-isoindole-1,3(2H)-dione, 0.22 mol. of hydrazine hydrate and 400 ml. of ethanol was heated on the steam bath for 3 hours and then treated with 400 ml. of 3N HCl and heated at reflux for an additional 2 hours. The insoluble material was filtered off and the mother liquor was concentrated to a low volume and again filtered. The remainder of the volatile material was distilled off and the residue was treated with saturated potassium carbonate... The reactants are C(C)OC(C[C@H](C1=CC=CC=C1)N1C(N(C=2C=NC=CC21)CC2=NSC1=C2C(=CC(=C1)C)C)=O)=O ((R)-3-[3-(4,6-dimethyl-benzo[d]isothiazol-3-ylmethyl)-2-oxo-2,3-dihydro-imidazo[4,5-c]pyridin-1-yl]-3-phenyl-propionic acid ethyl ester), [OH-].[Li+] (lithium hydroxide). Solvent: O1CCOCC1 (1,4-dioxane), O (water). Run at time 4 hour. Product: CC1=CC(=CC2=C1C(=NS2)CN2C(N(C1=C2C=NC=C1)[C@H](CC(=O)O)C1=CC=CC=C1)=O)C ((R)-3-[3-(4,6-Dimethyl-benzo[d]isothiazol-3-ylmethyl)-2-oxo-2,3-dihydro-imidazo[4,5-c]pyridin-1-yl]-3-phenyl-propionic acid). Yield: 86.2%. As a reaction SMILES: C([O:3][C:4](=[O:35])[CH2:5][C@@H:6]([N:13]1[C:21]2[CH:20]=[CH:19][N:18]=[CH:17][C:16]=2[N:15]([CH2:22][C:23]2[C:27]3[C:28]([CH3:33])=[CH:29][C:30]([CH3:32])=[CH:31][C:26]=3[S:25][N:24]=2)[C:14]1=[O:34])[C:7]1[CH:12]=[CH:11][CH:10]=[CH:9][CH:8]=1)C.[OH-].[Li+]>O1CCOCC1.O>[CH3:33][C:28]1[C:27]2[C:23]([CH2:22][N:15]3[C:16]4[CH:17]=[N:18][CH:19]=[CH:20][C:21]=4[N:13]([C@@H:6]([C:7]4[CH:8]=[CH:9][CH:10]=[CH:11][CH:12]=4)[CH2:5][C:4]([OH:35])=[O:3])[C:14]3=[O:34])=[N:24][S:25][C:26]=2[CH:31]=[C:30]([CH3:32])[CH:29]=1 |f:1.2|. Reported procedure: To a solution of (R)-3-[3-(4,6-dimethyl-benzo[d]isothiazol-3-ylmethyl)-2-oxo-2,3-dihydro-imidazo[4,5-c]pyridin-1-yl]-3-phenyl-propionic acid ethyl ester (10 mg, 0.021 mmol) in 1,4-dioxane (5 mL) and water (1 mL) was added lithium hydroxide (LiOH) (0.9 mg, 0.042 mmol) at room temperature. The solution was stirred at the same temperature for 4 hours. The solution was concentrated and water was added to the residue. The solution was acidified by 12N HCl in an ice-bath. The solution was concentrated...